Dataset: the Open Reaction Database (ORD), a public repository of structured organic reaction records. Task: describe an organic reaction: reactants, conditions, products, and yield Reactants: O=C([O-])[O-], CC1(C)c2cccc(P(c3ccccc3)c3ccccc3)c2Oc2c(P(c3ccccc3)c3ccccc3)cccc21, Fc1cnc(Cl)cc1I, ClCCl, [Cs+], [Cs+], CNC(=O)c1ccccc1N, CC(=O)[O-], CC(=O)[O-], C1COCCO1, [Pd+2]. Yields the product CNC(=O)c1ccccc1Nc1cc(Cl)ncc1F. As a reaction SMILES: [C:1](=[O:2])([O-:3])[O-:4].[CH3:27][C:28]1([CH3:29])[c:30]2[cH:31][cH:32][cH:33][c:34]([P:35]([c:36]3[cH:37][cH:38][cH:39][cH:40][cH:41]3)[c:42]3[cH:43][cH:44][cH:45][cH:46][cH:47]3)[c:48]2[O:49][c:50]2[c:51]1[cH:52][cH:53][cH:54][c:55]2[P:56]([c:57]1[cH:58][cH:59][cH:60][cH:61][cH:62]1)[c:63]1[cH:64][cH:65][cH:66][cH:67][cH:68]1.[Cl:18][c:19]1[n:20][cH:21][c:22]([F:26])[c:23]([I:25])[cH:24]1.[Cl:75][CH2:76][Cl:77].[Cs+:5].[Cs+:6].[NH2:7][c:8]1[c:9]([C:10](=[O:11])[NH:12][CH3:13])[cH:14][cH:15][cH:16][cH:17]1.[O-:79][C:80]([CH3:81])=[O:82].[O-:83][C:84]([CH3:85])=[O:86].[O:69]1[CH2:70][CH2:71][O:72][CH2:73][CH2:74]1.[Pd+2:78]>>[NH:7]([c:8]1[c:9]([C:10](=[O:11])[NH:12][CH3:13])[cH:14][cH:15][cH:16][cH:17]1)[c:23]1[c:22]([F:26])[cH:21][n:20][c:19]([Cl:18])[cH:24]1. Starting materials: NC1=NC2=CC=C(C=C2C(=N1)OC(C)C)Br (2-amino-6-bromo-4-isopropoxy-quinazoline), C(C)(=O)NC1=CC=C(C=C1)B(O)O (4-acetamido-phenylboronic acid), FC1=CC=C(C=C1)C=1C=C2C(=NC=NC2=CC1)O (6-(4-fluorophenyl)-4-hydroxy-quinazoline). Product: NC1=NC2=CC=C(C=C2C(=N1)OC(C)C)C1=CC=C(C=C1)NC(C)=O (2-amino-6-(4-acetamidophenyl)-4-isopropoxy-quinazoline). The yield is 84.0%. Reaction SMILES: [NH2:1][C:2]1[N:11]=[C:10]([O:12][CH:13]([CH3:15])[CH3:14])[C:9]2[C:4](=[CH:5][CH:6]=[C:7](Br)[CH:8]=2)[N:3]=1.[C:17]([NH:20][C:21]1[CH:26]=[CH:25][C:24](B(O)O)=[CH:23][CH:22]=1)(=[O:19])[CH3:18].FC1C=CC(C2C=C3C(=CC=2)N=CN=C3O)=CC=1>>[NH2:1][C:2]1[N:11]=[C:10]([O:12][CH:13]([CH3:15])[CH3:14])[C:9]2[C:4](=[CH:5][CH:6]=[C:7]([C:24]3[CH:25]=[CH:26][C:21]([NH:20][C:17](=[O:19])[CH3:18])=[CH:22][CH:23]=3)[CH:8]=2)[N:3]=1. Reported procedure: This compound, synthesized from 2-amino-6-bromo-4-isopropoxy-quinazoline and 4-acetamido-phenylboronic acid in 84% yield as a white solid using the procedure described for the synthesis of 6-(4-fluorophenyl)-4-hydroxy-quinazoline, was characterized by its mass spectrum as follows: MS (m/z): 298 ([M+H]+, 100). Starting materials: CC1=C(SC=C1)S(=O)(=O)N (3-methyl-2-thiophenesulfonamide), C(CCC)N=C=O (n-butyl isocyanate), C([O-])([O-])=O.[K+].[K+] (potassium carbonate). Run in CC(=O)C (acetone). Conditions: time 24 hour. The product is C(CCC)NC(=O)NS(=O)(=O)C=1SC=CC1C (N-(butylaminocarbonyl)-3-methyl-2-thiophenesulfonamide). Reaction SMILES: [CH3:1][C:2]1[CH:6]=[CH:5][S:4][C:3]=1[S:7]([NH2:10])(=[O:9])=[O:8].[CH2:11]([N:15]=[C:16]=[O:17])[CH2:12][CH2:13][CH3:14].C(=O)([O-])[O-].[K+].[K+]>CC(C)=O>[CH2:11]([NH:15][C:16]([NH:10][S:7]([C:3]1[S:4][CH:5]=[CH:6][C:2]=1[CH3:1])(=[O:9])=[O:8])=[O:17])[CH2:12][CH2:13][CH3:14] |f:2.3.4|. Reported procedure: To 150 ml of acetone and 3-methyl-2-thiophenesulfonamide was added 11 g of n-butyl isocyanate and 14 g of anhydrous potassium carbonate. After stirring at ambient temperature for 24 hours, the mixture was concentrated to 2/3 of its volume and poured into ice-water. The pH was adjusted to 3 by the addition of hydrochloric acid and the solid thus obtained was filtered, air dried and triturated with 1-chlorobutane to yield 10.6 g of N-(butylaminocarbonyl)-3-methyl-2-thiophenesulfonamide melting at ... Reactants: [OH-].[Na+] (sodium hydroxide), O (water), [H-].[H-].[H-].[H-].[Li+].[Al+3] (LAH), C(C1=CC=CC=C1)N1CCC(CC1)(C(=O)N)C (1-benzyl-4-methylpiperidine-4-carboxamide), ice. Run in C1CCOC1 (THF), C1CCOC1 (THF), C1CCOC1 (THF). Run at time 1 hour. The product is C(C1=CC=CC=C1)N1CCC(CC1)(C)CN (1-(1-benzyl-4-methylpiperidin-4-yl)methanamine). Yield: 100.1%. As a reaction SMILES: [CH2:1]([N:8]1[CH2:13][CH2:12][C:11]([CH3:17])([C:14]([NH2:16])=O)[CH2:10][CH2:9]1)[C:2]1[CH:7]=[CH:6][CH:5]=[CH:4][CH:3]=1.[H-].[H-].[H-].[H-].[Li+].[Al+3].[OH-].[Na+].O>C1COCC1>[CH2:1]([N:8]1[CH2:13][CH2:12][C:11]([CH2:14][NH2:16])([CH3:17])[CH2:10][CH2:9]1)[C:2]1[CH:7]=[CH:6][CH:5]=[CH:4][CH:3]=1 |f:1.2.3.4.5.6,7.8|. Procedure: A THF (30 ml) solution of 1-benzyl-4-methylpiperidine-4-carboxamide (2.85 g) was added dropwise over 30 minutes to an ice-cooled suspension of LAH (1.40 g) in THF (50 ml) under a flow of argon gas. After beating the reaction to room temperature and stirring for 1 hour, heating and stirring were performed at 50° C. for 1 hour. The reaction liquid was ice-cooled, and a 90% THF aqueous solution (14 mL), a 15% sodium hydroxide aqueous solution (1.4 mL), and water (4.2 mL) were sequentially added. Af...